This data is from the Open Reaction Database (ORD), a public repository of structured organic reaction records. The task is: describe an organic reaction: reactants, conditions, products, and yield Starting materials: C(=O)(OC(C)(C)C)NC1=CC=C(C=C1)NC1=NNC(=C1C#N)N=COCC (3-[4-(N-BOC-amino)-phenylamino]-4-cyano-5-(ethoxy-methyleneamino)-pyrazole), ClC=1C=C(N)C=CC1 (3-chloro-aniline). Run in C(C)O (ethanol). Conditions: time 15 hour. Product: C(=O)(OC(C)(C)C)NC1=CC=C(C=C1)NC1=NNC=2N=CN(C(C21)=N)C2=CC(=CC=C2)Cl (1,5-Dihydro-3-[4-(N-BOC-amino)-phenylamino]-4-imino-5-(3-chloro-phenyl)-4H-pyrazolo[3,4-d]pyrimidine). As a reaction SMILES: [C:1]([NH:8][C:9]1[CH:14]=[CH:13][C:12]([NH:15][C:16]2[C:20]([C:21]#[N:22])=[C:19]([N:23]=[CH:24]OCC)[NH:18][N:17]=2)=[CH:11][CH:10]=1)([O:3][C:4]([CH3:7])([CH3:6])[CH3:5])=[O:2].[Cl:28][C:29]1[CH:30]=[C:31]([CH:33]=[CH:34][CH:35]=1)[NH2:32]>C(O)C>[C:1]([NH:8][C:9]1[CH:10]=[CH:11][C:12]([NH:15][C:16]2[C:20]3[C:21](=[NH:22])[N:32]([C:31]4[CH:33]=[CH:34][CH:35]=[C:29]([Cl:28])[CH:30]=4)[CH:24]=[N:23][C:19]=3[NH:18][N:17]=2)=[CH:13][CH:14]=1)([O:3][C:4]([CH3:6])([CH3:5])[CH3:7])=[O:2]. Procedure: A mixture of 7 g (18.9 mmol) of 3-[4-(N-BOC-amino)-phenylamino]-4-cyano-5-(ethoxy-methyleneamino)-pyrazole, 3.97 ml (37.78 mmol) of 3-chloro-aniline and 150 ml of ethanol is heated under reflux for 9 hours and stirred at room temperature for a further 15 hours. Filtering and washing the filter residue with cold ethanol yield the title compound; m.p. 229-234° C. (decomp.); FAB-MS: (M+H)+ =452.